This data is from the Open Reaction Database (ORD), a public repository of structured organic reaction records. The task is: describe an organic reaction: reactants, conditions, products, and yield Starting materials: C(C=C)N(CCCN(C\C=C\CN(CCCNC(=O)OC(C)(C)C)C(=O)OC(C)(C)C)C(=O)OC(C)(C)C)C(=O)OC(C)(C)C ((E)-1-allyl-1,5,10,14-tetra-BOC-1,5,10,14-tetraazatetradec-7-ene), [H-].[Na+] (sodium hydride), C(C)I (ethyl iodide), [H-].[Na+] (sodium hydride), C(C)I (ethyl iodide). Solvent: CN(C)C=O (DMF). Product: C(C=C)N(CCCN(C\C=C\CN(CCCN(C(=O)OC(C)(C)C)CC)C(=O)OC(C)(C)C)C(=O)OC(C)(C)C)C(=O)OC(C)(C)C ((E)-1-Allyl-14-ethyl-1,5,10,14-tetra-BOC-1,5,10,14-tetraazatetradec-7-ene). RXN SMILES: [CH2:1]([N:4]([C:39]([O:41][C:42]([CH3:45])([CH3:44])[CH3:43])=[O:40])[CH2:5][CH2:6][CH2:7][N:8]([C:32]([O:34][C:35]([CH3:38])([CH3:37])[CH3:36])=[O:33])[CH2:9]/[CH:10]=[CH:11]/[CH2:12][N:13]([C:25]([O:27][C:28]([CH3:31])([CH3:30])[CH3:29])=[O:26])[CH2:14][CH2:15][CH2:16][NH:17][C:18]([O:20][C:21]([CH3:24])([CH3:23])[CH3:22])=[O:19])[CH:2]=[CH2:3].[H-].[Na+].[CH2:48](I)[CH3:49]>CN(C=O)C>[CH2:1]([N:4]([C:39]([O:41][C:42]([CH3:45])([CH3:44])[CH3:43])=[O:40])[CH2:5][CH2:6][CH2:7][N:8]([C:32]([O:34][C:35]([CH3:38])([CH3:37])[CH3:36])=[O:33])[CH2:9]/[CH:10]=[CH:11]/[CH2:12][N:13]([C:25]([O:27][C:28]([CH3:31])([CH3:29])[CH3:30])=[O:26])[CH2:14][CH2:15][CH2:16][N:17]([CH2:48][CH3:49])[C:18]([O:20][C:21]([CH3:22])([CH3:23])[CH3:24])=[O:19])[CH:2]=[CH2:3] |f:1.2|. Reported procedure: To a solution of 0.272 g (0.424 mmol) of (E)-1-allyl-1,5,10,14-tetra-BOC-1,5,10,14-tetraazatetradec-7-ene (see Example 2a) in 4 ml of DMF there are added, with stirring, 0.034 g (0.85 mmol) of sodium hydride dispersion (approx. 60%) and, after 5 min., 0.069 ml (0.85 mmol) of ethyl iodide. The reaction mixture is stirred for 15 h at room temperature; a further 0.017 g (0.425 mmol) of sodium hydride dispersion (approx. 60%) and 0.034 ml (0.421 mmol) of ethyl iodide are added, and the mixture is st... The reactants are Cl.CS(=O)(=O)NC=1C=CC2=C(C(=CS2)C(=O)C2CCNCC2)C1 (5-methanesulfonamido-3-([4-piperidinyl]-carbonyl)benzothiophene hydrochloride), C(=C)C1=NC=CC=C1 (2-vinylpyridine), O.O.O.C(C)(=O)[O-].[Na+] (sodium acetate trihydrate), O (water). Solvent: CO (methanol). Yields the product C(C(=O)O)(=O)O.CS(=O)(=O)NC=1C=CC2=C(C(=CS2)C(=O)C2CCN(CC2)CCC2=NC=CC=C2)C1 (5-Methanesulfonamido-3-(1-[2-pyridylethyl]-4-piperidinyl-carbonyl)benzothiophene hydrogen oxalate). As a reaction SMILES: Cl.[CH3:2][S:3]([NH:6][C:7]1[CH:8]=[CH:9][C:10]2[S:14][CH:13]=[C:12]([C:15]([CH:17]3[CH2:22][CH2:21][NH:20][CH2:19][CH2:18]3)=[O:16])[C:11]=2[CH:23]=1)(=[O:5])=[O:4].[CH:24]([C:26]1[CH:31]=[CH:30][CH:29]=[CH:28][N:27]=1)=[CH2:25].[OH2:32].[OH2:33].O.[C:35]([O-:38])(=[O:37])[CH3:36].[Na+].O>CO>[C:36]([OH:33])(=[O:32])[C:35]([OH:38])=[O:37].[CH3:2][S:3]([NH:6][C:7]1[CH:8]=[CH:9][C:10]2[S:14][CH:13]=[C:12]([C:15]([CH:17]3[CH2:22][CH2:21][N:20]([CH2:25][CH2:24][C:26]4[CH:31]=[CH:30][CH:29]=[CH:28][N:27]=4)[CH2:19][CH2:18]3)=[O:16])[C:11]=2[CH:23]=1)(=[O:4])=[O:5] |f:0.1,3.4.5.6.7,10.11|. Reported procedure: A mixture of 0.80 g (0.00213 mole) of the piperidine derivative, 0.45 g (0.00427 mol) of 2-vinylpyridine, 0.435 g (0.0032 mol) of sodium acetate trihydrate, 2 mL of water and 2 mL of methanol was stirred and refluxed for 15 hours. The solution was evaporated to dryness and the residue was purified by flash chromatography on silica gel using 5% CH3OH in chloroform saturated with ammonia as an eluant. The chromatographically homogeneous fractions were combined. An oxalate salt, prepared in isoprop... Reactants: CC(C)([O-])C.[K+] (potassium tert-butoxide), CC1(N=C(N(C1=O)NC1=CC=CC=C1)SC)C1=CC=CC=C1 (4-methyl-1-phenylamino-2-methylthio-4-phenyl-2-imidazolin-5-one), CC1(N=C(N(C1=O)NC1=CC=CC=C1)SC)C1=CC=CC=C1 (4-methyl-1-phenylamino-2-methylthio-4-phenyl-2-imidazolin-5-one), CI (methyl iodide), O (water), powder. Run in O1CCCC1 (tetrahydrofuran). Reaction conditions: temperature 0 celsius. The product is CSC=1NC(C(N1)C1=CC=CC=C1)=O (2-methylthio-4-phenyl-2-imidazolin-5-one). Isolated yield 110.6%. As a reaction SMILES: CC(C)([O-])C.[K+].C[C:8]1([C:23]2[CH:28]=[CH:27][CH:26]=[CH:25][CH:24]=2)[C:12](=[O:13])[N:11](NC2C=CC=CC=2)[C:10]([S:21][CH3:22])=[N:9]1.CI.O>O1CCCC1>[CH3:22][S:21][C:10]1[NH:11][C:12](=[O:13])[CH:8]([C:23]2[CH:28]=[CH:27][CH:26]=[CH:25][CH:24]=2)[N:9]=1 |f:0.1|. Reported procedure: 0.4 g (3.5 mmol) of potassium tert-butoxide is added to a solution of 4-methyl-1-phenylamino-2-methylthio-4-phenyl-2-imidazolin-5-one (Compound 9) (1 g, 3.2 mmol) in anhydrous tetrahydrofuran (30 ml), cooled beforehand to 0° C. The mixture is left to react for 0.5 hour at 0° C. 0.5 g (3.5 mnol) of methyl iodide is then added and then the mixture is left to react for 0.5 hour at room temperature. The reaction mixture is poured into 100 ml of water and the product is extracted with 100 ml of dieth... The reactants are FC1=CC=C(CN)C=C1 (p-fluorobenzylamine), C(C1=CC=CC=C1)(=O)OC=1C(=NC(=NC1C(=O)OC)C12CCC(CC1)N2C(=O)OCC2=CC=CC=C2)O (Benzyl 1-[5-(benzoyloxy)-4-hydroxy-6-(methoxycarbonyl) pyrimidin-2-yl]-7-azabicyclo[2.2.1]heptane-7-carboxylate), [BH3-]C#N.[Na+] (NaCNBH3), C(=O)(C)O[Na] (AcONa), C=O (HCHO). The reagents and catalysts are [Pd] (Pd/C). Run in CO (methanol). Run at time 8 hour. The product is FC1=CC=C(CNC(=O)C2=NC(=NC(=C2O)O)C23CCC(CC2)N3C)C=C1 (N-(4-fluorobenzyl)-5,6-dihydroxy-2-(7-methyl-7-azabicyclo[2.2.1]hept-1-yl)pyrimidine-4-carboxamide). RXN SMILES: C([O:9][C:10]1[C:11]([OH:37])=[N:12][C:13]([C:20]23[N:26]([C:27](OCC4C=CC=CC=4)=O)[CH:23]([CH2:24][CH2:25]2)[CH2:22][CH2:21]3)=[N:14][C:15]=1[C:16]([O:18]C)=O)(=O)C1C=CC=CC=1.[F:38][C:39]1[CH:46]=[CH:45][C:42]([CH2:43][NH2:44])=[CH:41][CH:40]=1.[BH3-]C#N.[Na+].C(O[Na])(C)=O.C=O>CO.[Pd]>[F:38][C:39]1[CH:46]=[CH:45][C:42]([CH2:43][NH:44][C:16]([C:15]2[C:10]([OH:9])=[C:11]([OH:37])[N:12]=[C:13]([C:20]34[N:26]([CH3:27])[CH:23]([CH2:22][CH2:21]3)[CH2:24][CH2:25]4)[N:14]=2)=[O:18])=[CH:41][CH:40]=1 |f:2.3|. Procedure details: Benzyl 1-[5-(benzoyloxy)-4-hydroxy-6-(methoxycarbonyl) pyrimidin-2-yl]-7-azabicyclo[2.2.1]heptane-7-carboxylate (C-39) in methanol was hydrogenated under H2 atmosphere in presence of Pd/C 10% (10% w/w) at room temperature for 2 hours. After filtration and evaporation, the crude was dissolved in MeOH and p-fluorobenzylamine (3.5 eq.) added. After being refluxed overnight, the residue was washed with Et2O/EP. The solid was dissolved in MeOH and NaCNBH3 (1.4 eq.), AcONa (1.6 eq.), HCHO 37% (1 eq.) ... Starting materials: CCc1ccc(O)c([N+](=O)[O-])c1, CCO, [Na+], [Na+], O, O=S([O-])([O-])=S. The product is CCc1ccc(O)c(N)c1. Reaction SMILES: [CH2:1]([CH3:2])[c:3]1[cH:4][c:5]([N+:10]([O-:11])=[O:12])[c:6]([OH:9])[cH:7][cH:8]1.[CH3:20][CH2:21][OH:22].[Na+:18].[Na+:19].[OH2:23].[S:13]([O-:14])([O-:15])(=[O:16])=[S:17]>>[CH2:1]([CH3:2])[c:3]1[cH:4][c:5]([NH2:10])[c:6]([OH:9])[cH:7][cH:8]1.